Task: describe an organic reaction: reactants, conditions, products, and yield. Dataset: the Open Reaction Database (ORD), a public repository of structured organic reaction records Reactants: ClC=1C=CC(=NC1)C=1CCNCC1 (5-chloro-1′,2′,3′,6′-tetrahydro[2,4′]bipyridinyl), [H][H] (hydrogen). Reagents/catalysts: [Pt](=O)=O (Platinum dioxide). Solvent: C(C)(=O)OCC (ethyl acetate). Conditions: time 3 hour. The product is ClC=1C=CC(=NC1)C1CCNCC1 (5-Chloro-1′,2′,3′,4′,5′,6′-hexahydro[2,4′]bipyridinyl). RXN SMILES: [Cl:1][C:2]1[CH:3]=[CH:4][C:5]([C:8]2[CH2:9][CH2:10][NH:11][CH2:12][CH:13]=2)=[N:6][CH:7]=1.[H][H]>[Pt](=O)=O.C(OCC)(=O)C>[Cl:1][C:2]1[CH:3]=[CH:4][C:5]([CH:8]2[CH2:9][CH2:10][NH:11][CH2:12][CH2:13]2)=[N:6][CH:7]=1. Reported procedure: Platinum dioxide (58 mg) was added to a mixture of 5-chloro-1′,2′,3′,6′-tetrahydro[2,4′]bipyridinyl (500 mg) and ethyl acetate (50 ml) under argon. The atmosphere was replaced by hydrogen and the mixture was vigorously stirred for 3 hours. The catalyst was filtered off with suction and the filtrate was concentrated. The product with the molecular weight of 196.68 (C10H13ClN2); MS (ESI): 197 (M+H+) was obtained in this way. The reactants are c1ccc(COc2ccccc2C[P+](c2ccccc2)(c2ccccc2)c2ccccc2)cc1, CCCCCC, CC#N, CCOC(C)=O, [Cl-], C1CCC2=NCCCN2CC1, O=CC=Cc1ccccc1. Product: C(C=Cc1ccccc1OCc1ccccc1)=Cc1ccccc1. As a reaction SMILES: [CH2:12]([c:13]1[cH:14][cH:15][cH:16][cH:17][cH:18]1)[O:19][c:20]1[c:21]([CH2:22][P+:23]([c:24]2[cH:25][cH:26][cH:27][cH:28][cH:29]2)([c:30]2[cH:31][cH:32][cH:33][cH:34][cH:35]2)[c:36]2[cH:37][cH:38][cH:39][cH:40][cH:41]2)[cH:42][cH:43][cH:44][cH:45]1.[CH3:57][CH2:58][CH2:59][CH2:60][CH2:61][CH3:62].[CH3:63][C:64]#[N:65].[CH3:66][CH2:67][O:68][C:69](=[O:70])[CH3:71].[Cl-:11].[N:46]12[CH2:47][CH2:48][CH2:49][N:50]=[C:51]1[CH2:52][CH2:53][CH2:54][CH2:55][CH2:56]2.[O:1]=[CH:2][CH:3]=[CH:4][c:5]1[cH:6][cH:7][cH:8][cH:9][cH:10]1>>[CH:2]([CH:3]=[CH:4][c:5]1[cH:6][cH:7][cH:8][cH:9][cH:10]1)=[CH:22][c:21]1[c:20]([O:19][CH2:12][c:13]2[cH:14][cH:15][cH:16][cH:17][cH:18]2)[cH:45][cH:44][cH:43][cH:42]1. The reactants are C(CCC)N(CC#CC#N)CCCC (4-dibutylamino-2-butynenitrile), NC1=NOC(=C1)CN(CCCC)CCCC (3-amino-5-dibutylaminomethylisoxazole), C(CCCCC)N(CC#CC#N)CCCCCC (4-dihexylaminobutynenitrile), C(C#CCCCCCCCCCCCC)#N (2-pentadecynenitrile). Product: NC1=NOC(=C1)CN(CCCCCC)CCCCCC (3-amino-5-dihexylaminomethylisoxazole). RXN SMILES: C(N(CCCC)CC#CC#N)CCC.[CH2:15]([N:21]([CH2:27][CH2:28][CH2:29][CH2:30][CH2:31][CH3:32])[CH2:22][C:23]#[C:24][C:25]#[N:26])[CH2:16][CH2:17][CH2:18][CH2:19][CH3:20].C(#N)C#CCCCCCCCCCCCC.NC1C=C(CN(CCCC)CCCC)[O:52][N:51]=1>>[NH2:26][C:25]1[CH:24]=[C:23]([CH2:22][N:21]([CH2:15][CH2:16][CH2:17][CH2:18][CH2:19][CH3:20])[CH2:27][CH2:28][CH2:29][CH2:30][CH2:31][CH3:32])[O:52][N:51]=1. Procedure: When in the procedure of Example 9(a) an appropriate amount of 4-dibutylamino-2-butynenitrile or 4-dihexylaminobutynenitrile was substituted for 2-pentadecynenitrile, 3-amino-5-dibutylaminomethylisoxazole, and 3-amino-5-dihexylaminomethylisoxazole were obtained respectively, and when each of these isoxazoles was substituted for 3-amino-5-dodecylisoxazole in the procedure of Example 9(b), the following compounds were obtained: The reactants are CS(=O)(=O)C1CNC1 (3-methanesulfonyl-azetidine), FC=1C(=NC2=CC=CC(=C2N1)C1=CC=2C(NCCC2N1)=O)C (2-(3-fluoro-2-methylquinoxalin-5-yl)-6,7-dihydro-1H-pyrrolo[3,2-c]pyridin-4(5H)-one), CCN(C(C)C)C(C)C (DIEA). The solvent is CN1CCCC1=O (NMP). Yields the product CC1=NC2=CC=CC(=C2N=C1N1CC(C1)S(=O)(=O)C)C1=CC=2C(NCCC2N1)=O (2-(2-methyl-3-(3-(methylsulfonyl)azetidin-1-yl)quinoxalin-5-yl)-6,7-dihydro-1H-pyrrolo[3,2-c]pyridin-4(5H)-one). Yield: 48.6%. RXN SMILES: [CH3:1][S:2]([CH:5]1[CH2:8][NH:7][CH2:6]1)(=[O:4])=[O:3].F[C:10]1[C:11]([CH3:30])=[N:12][C:13]2[C:18]([N:19]=1)=[C:17]([C:20]1[NH:28][C:27]3[CH2:26][CH2:25][NH:24][C:23](=[O:29])[C:22]=3[CH:21]=1)[CH:16]=[CH:15][CH:14]=2.CCN(C(C)C)C(C)C>CN1C(=O)CCC1>[CH3:30][C:11]1[C:10]([N:7]2[CH2:8][CH:5]([S:2]([CH3:1])(=[O:4])=[O:3])[CH2:6]2)=[N:19][C:18]2[C:13](=[CH:14][CH:15]=[CH:16][C:17]=2[C:20]2[NH:28][C:27]3[CH2:26][CH2:25][NH:24][C:23](=[O:29])[C:22]=3[CH:21]=2)[N:12]=1. Reported procedure: A solution of 3-methanesulfonyl-azetidine (10.95 mg, 0.08 mmol) (Pharmablock Co. Ltd, cat# PBJH0053), 2-(3-fluoro-2-methylquinoxalin-5-yl)-6,7-dihydro-1H-pyrrolo[3,2-c]pyridin-4(5H)-one (126) (24 mg, 0.081 mmol) and DIEA (15.50 μL, 0.09 mmol) in 0.5 mL of NMP was heated in a microwave at 125° C. for 30 min. Purification of the crude reaction mixture on a silica gel column (1-6% MeOH in DCM) gave 2-(2-methyl-3-(3-(methylsulfonyl)azetidin-1-yl)quinoxalin-5-yl)-6,7-dihydro-1H-pyrrolo[3,2-c]pyridin-... Reactants: C(C1=CC=CC=C1)OC=1C=C2C=CC(=NC2=CC1)Cl (6-(benzyloxy)-2-chloroquinoline), ClC1=C(C(=CC=C1)Cl)B(O)O (2,6-dichlorophenylboronic acid), saturated aqueous solution, C(=O)(O)[O-].[Na+] (NaHCO3). Reagents/catalysts: C=1C=CC(=CC1)[P](C=2C=CC=CC2)(C=3C=CC=CC3)[Pd]([P](C=4C=CC=CC4)(C=5C=CC=CC5)C=6C=CC=CC6)([P](C=7C=CC=CC7)(C=8C=CC=CC8)C=9C=CC=CC9)[P](C=1C=CC=CC1)(C=1C=CC=CC1)C=1C=CC=CC1 (Pd(PPh3)4). Solvent: C1(=CC=CC=C1)C (toluene), CO (methanol). Reaction conditions: time 30 minute. The product is C(C1=CC=CC=C1)OC=1C=C2C=CC(=NC2=CC1)C1=C(C=CC=C1Cl)Cl (6-(benzyloxy)-2-(2,6-dichlorophenyl)quinoline). Isolated yield 62.0%. RXN SMILES: [CH2:1]([O:8][C:9]1[CH:10]=[C:11]2[C:16](=[CH:17][CH:18]=1)[N:15]=[C:14](Cl)[CH:13]=[CH:12]2)[C:2]1[CH:7]=[CH:6][CH:5]=[CH:4][CH:3]=1.[Cl:20][C:21]1[CH:26]=[CH:25][CH:24]=[C:23]([Cl:27])[C:22]=1B(O)O.C([O-])(O)=O.[Na+]>C1(C)C=CC=CC=1.CO.C1C=CC([P]([Pd]([P](C2C=CC=CC=2)(C2C=CC=CC=2)C2C=CC=CC=2)([P](C2C=CC=CC=2)(C2C=CC=CC=2)C2C=CC=CC=2)[P](C2C=CC=CC=2)(C2C=CC=CC=2)C2C=CC=CC=2)(C2C=CC=CC=2)C2C=CC=CC=2)=CC=1>[CH2:1]([O:8][C:9]1[CH:10]=[C:11]2[C:16](=[CH:17][CH:18]=1)[N:15]=[C:14]([C:22]1[C:21]([Cl:20])=[CH:26][CH:25]=[CH:24][C:23]=1[Cl:27])[CH:13]=[CH:12]2)[C:2]1[CH:7]=[CH:6][CH:5]=[CH:4][CH:3]=1 |f:2.3,^1:48,50,69,88|. Procedure: To a solution of 3 g of 6-(benzyloxy)-2-chloroquinoline 12 in toluene (294 ml) is added Pd(PPh3)4 (1 g). After 30 minutes, a solution of 2,6-dichlorophenylboronic acid (4.22 g) in methanol (186 ml) and 120 ml of a saturated aqueous solution of NaHCO3 is added. The reaction is heated under reflux for 4 h. After evaporation, the aqueous phase is extracted with AcOEt (3×20 ml). The organic phases are washed with brine, dried over MgSO4 and evaporated to dryness. The residue is purified over silica ... Reactants: COC(C=1C(C(=O)OC)=C(C=CC1)I)=O (3-iodophthalic acid dimethyl ester), CN(CCOC1=C(C=CC(=C1)OC)N)C (2-(2-dimethylaminoethoxy)-4-methoxyphenylamine), C=1C=CC(=CC1)P(C=2C=CC=CC2)C3=CC=C4C=CC=CC4=C3C5=C6C=CC=CC6=CC=C5P(C=7C=CC=CC7)C=8C=CC=CC8 (rac-BINAP), C([O-])([O-])=O.[Cs+].[Cs+] (cesium carbonate). The reagents and catalysts are C=1C=CC(=CC1)/C=C/C(=O)/C=C/C2=CC=CC=C2.C=1C=CC(=CC1)/C=C/C(=O)/C=C/C2=CC=CC=C2.C=1C=CC(=CC1)/C=C/C(=O)/C=C/C2=CC=CC=C2.[Pd].[Pd] (Pd2(dba)3). Run in C1(=CC=CC=C1)C (toluene), C(Cl)Cl (CH2Cl2). The product is COC(C=1C(C(=O)OC)=C(C=CC1)NC1=C(C=C(C=C1)OC)OCCN(C)C)=O (3-[2-(2-Dimethylaminoethoxy)-4-methoxyphenylamino]phthalic acid dimethyl ester). The yield is 20.0%. RXN SMILES: [CH3:1][O:2][C:3](=[O:15])[C:4]1[C:5](=[C:10](I)[CH:11]=[CH:12][CH:13]=1)[C:6]([O:8][CH3:9])=[O:7].[CH3:16][N:17]([CH3:30])[CH2:18][CH2:19][O:20][C:21]1[CH:26]=[C:25]([O:27][CH3:28])[CH:24]=[CH:23][C:22]=1[NH2:29].C1C=CC(P(C2C(C3C(P(C4C=CC=CC=4)C4C=CC=CC=4)=CC=C4C=3C=CC=C4)=C3C(C=CC=C3)=CC=2)C2C=CC=CC=2)=CC=1.C(=O)([O-])[O-].[Cs+].[Cs+]>C1(C)C=CC=CC=1.C(Cl)Cl.C1C=CC(/C=C/C(/C=C/C2C=CC=CC=2)=O)=CC=1.C1C=CC(/C=C/C(/C=C/C2C=CC=CC=2)=O)=CC=1.C1C=CC(/C=C/C(/C=C/C2C=CC=CC=2)=O)=CC=1.[Pd].[Pd]>[CH3:1][O:2][C:3](=[O:15])[C:4]1[C:5](=[C:10]([NH:29][C:22]2[CH:23]=[CH:24][C:25]([O:27][CH3:28])=[CH:26][C:21]=2[O:20][CH2:19][CH2:18][N:17]([CH3:16])[CH3:30])[CH:11]=[CH:12][CH:13]=1)[C:6]([O:8][CH3:9])=[O:7] |f:3.4.5,8.9.10.11.12|. Procedure details: A mixture of 3-iodophthalic acid dimethyl ester (1.0 g, 3.1 mmol), 2-(2-dimethylaminoethoxy)-4-methoxyphenylamine (0.65 g, 3.1 mmol), Pd2(dba)3 (0.13 g, 0.14 mmol), rac-BINAP (0.058 g, 0.093 mmol), and cesium carbonate (1.4 g, 4.3 mmol), in 6 mL toluene was heated to reflux under nitrogen for 24 hours. The reaction mixture was cooled, diluted with CH2Cl2 (10 mL), and filtered through Celite, and the filter was washed with additional CH2Cl2 (30 mL). The filtrate was evaporated, and the residue wa... Reactants: FC1=C(N)C=CC(=C1)Cl (2-fluoro-4-chloroaniline), [Na] (sodium), BrC(C(=O)O)C(C)C (α-bromoisovaleric acid). Product: FC1=C(C=CC(=C1)Cl)N[C@@H](C(C)C)C(=O)O (N-(2-fluoro-4-chlorophenyl)valine). Reaction SMILES: [F:1][C:2]1[CH:8]=[C:7]([Cl:9])[CH:6]=[CH:5][C:3]=1[NH2:4].[Na].Br[CH:12]([CH:16]([CH3:18])[CH3:17])[C:13]([OH:15])=[O:14]>>[F:1][C:2]1[CH:8]=[C:7]([Cl:9])[CH:6]=[CH:5][C:3]=1[NH:4][C@H:12]([C:13]([OH:15])=[O:14])[CH:16]([CH3:18])[CH3:17] |^1:9|. Procedure: Following the procedure of Example 6, 2-fluoro-4-chloroaniline is reacted with m-phenoxy-α-cyanobenzyl α-bromoisovalerate to give the m-phenoxy-α-cyanobenzyl ester of N-(2-fluoro-4-chlorophenyl)valine, MS m/e 452 (M+). Alternatively 2-fluoro-4-chloroaniline is reacted with the sodium salt of α-bromoisovaleric acid to give N-(2-fluoro-4-chlorophenyl)valine, which is then esterified using m-phenoxy-α-cyanobenzyl bromide or mesylate. The reactants are BrC1=CC=C(C=C1)C(=O)C1CCNCC1 ((4-bromophenyl)(piperidine-4-yl)methanone), ClC=1C=C(C=CC1)B(O)O (3-chlorophenyl boronic acid), C([O-])([O-])=O.[K+].[K+] (potassium carbonate). The reagents and catalysts are [Pd] (palladium). Solvent: C(C)(C)O (isopropanol), O (H2O). Conditions: temperature 80 celsius, time 5 minute. The product is Cl.ClC=1C=C(C=CC1)C1=CC=C(C=C1)C(=O)C1CCNCC1 ((3′-Chloro-biphenyl-4-yl)-piperidine-4-yl-methanone hydrochloride). Isolated yield 90.6%. As a reaction SMILES: Br[C:2]1[CH:7]=[CH:6][C:5]([C:8]([CH:10]2[CH2:15][CH2:14][NH:13][CH2:12][CH2:11]2)=[O:9])=[CH:4][CH:3]=1.[Cl:16][C:17]1[CH:18]=[C:19](B(O)O)[CH:20]=[CH:21][CH:22]=1.C(=O)([O-])[O-].[K+].[K+]>C(O)(C)C.O.[Pd]>[ClH:16].[Cl:16][C:17]1[CH:22]=[C:21]([C:2]2[CH:7]=[CH:6][C:5]([C:8]([CH:10]3[CH2:15][CH2:14][NH:13][CH2:12][CH2:11]3)=[O:9])=[CH:4][CH:3]=2)[CH:20]=[CH:19][CH:18]=1 |f:2.3.4,8.9|. Procedure: A round bottom flask was charged with (4-bromophenyl)(piperidine-4-yl)methanone (20.0 g, 74.6 mmol), 3-chlorophenyl boronic acid (17.4 g, 111 mmol, 1.5 eq), and palladium encapsulated catalyst (Aldrich, Pd EnCat-TPP®, catalyst species PdCl2(PPh3)2) (5.2 g, 0.187 mmol, 0.05 eq). These solids were suspended in isopropanol (570 ml) and allowed to stir for five minutes. To the mixture was added potassium carbonate (30.8 g, 224 mmol, 3 eq) dissolved in H2O (30 ml). The reaction mixture was heated to ... Starting materials: C(C)OCC (diethyl ether), ClCC(=O)OCC (ethyl chloroacetate), C(=O)OCC (ethyl formate), ethanolic solution, [O-]CC.[Na+] (sodium ethoxide). The solvent is CC(C)(C)OC (MTBE). Reaction conditions: time 16 hour. The product is ClC(C[O-])C(=O)OCC.[Na+] (sodium 2-chloro-2-ethoxycarbonylethoxide). As a reaction SMILES: [Cl:1][CH2:2][C:3]([O:5][CH2:6][CH3:7])=[O:4].[CH:8](OCC)=[O:9].[O-]CC.[Na+:16].C(OCC)C>CC(OC)(C)C>[Cl:1][CH:2]([C:3]([O:5][CH2:6][CH3:7])=[O:4])[CH2:8][O-:9].[Na+:16] |f:2.3,6.7|. Procedure details: 89.31 g (728 mmol) of ethyl chloroacetate and 63.7 g (859.9 mmol) of ethyl formate were dissolved in 500 ml of MTBE. 259.77 g (801 mmol) of an ethanolic solution of sodium ethoxide were added dropwise while stirring. After 16 hours, the supernatant was decanted off from the precipitate formed, the residue was stirred with approx. 500 ml of diethyl ether and filtered with suction, and the solid was washed with a further 500 ml of diethyl ether and dried. Reactants: Cc1cn(C2([SiH](C)C)CC(OC(C)(C)C)C(CCO)O2)c(=O)[nH]c1=O, Cc1cn(C2([SiH](C)C)CC(OC(C)(C)C)C(C=O)(CO)O2)c(=O)[nH]c1=O. Yields the product Cc1cn(C2([SiH](C)C)CC(OC(C)(C)C)C(CC=O)O2)c(=O)[nH]c1=O. RXN SMILES: [C:1]([CH3:2])([CH3:3])([CH3:4])[O:5][CH:6]1[CH2:7][C:8]([n:14]2[c:15](=[O:16])[nH:17][c:18](=[O:19])[c:20]([CH3:21])[cH:22]2)([SiH:23]([CH3:24])[CH3:25])[O:9][CH:10]1[CH2:11][CH2:12][OH:13].[C:26]([O:27][CH:28]1[C:29]([CH:30]=[O:31])([CH2:32][OH:33])[O:34][C:35]([SiH:36]([CH3:37])[CH3:38])([n:39]2[cH:40][c:41]([CH3:42])[c:43](=[O:44])[nH:45][c:46]2=[O:47])[CH2:48]1)([CH3:49])([CH3:50])[CH3:51]>>[C:1]([CH3:2])([CH3:3])([CH3:4])[O:5][CH:6]1[CH2:7][C:8]([n:14]2[c:15](=[O:16])[nH:17][c:18](=[O:19])[c:20]([CH3:21])[cH:22]2)([SiH:23]([CH3:24])[CH3:25])[O:9][CH:10]1[CH2:11][CH:12]=[O:13].